describe an organic reaction: reactants, conditions, products, and yield From a dataset of the Open Reaction Database (ORD), a public repository of structured organic reaction records. Reactants: C(CCCCCCCCC)C1=NC=C(C=N1)C1=CC(=C(C=C1)O)F (2-decyl-5-(3-fluoro-4-hydroxyphenyl) pyrimidine), C(CCCCCC)(=O)Cl (heptanoylchloride), ice water, CC(=O)C.CO (acetone methanol). The solvent is N1=CC=CC=C1 (pyridine). Product: C(CCCCCCCCC)C1=NC=C(C=N1)C1=CC(=C(C=C1)OC(CCCCCC)=O)F (2-decyl-5-(3-fluoro-4-heptanoyloxyphenyl) pyrimidine). Isolated yield 61.6%. As a reaction SMILES: [CH2:1]([C:11]1[N:16]=[CH:15][C:14]([C:17]2[CH:22]=[CH:21][C:20]([OH:23])=[C:19]([F:24])[CH:18]=2)=[CH:13][N:12]=1)[CH2:2][CH2:3][CH2:4][CH2:5][CH2:6][CH2:7][CH2:8][CH2:9][CH3:10].[C:25](Cl)(=[O:32])[CH2:26][CH2:27][CH2:28][CH2:29][CH2:30][CH3:31].CC(C)=O.CO>N1C=CC=CC=1>[CH2:1]([C:11]1[N:16]=[CH:15][C:14]([C:17]2[CH:22]=[CH:21][C:20]([O:23][C:25](=[O:32])[CH2:26][CH2:27][CH2:28][CH2:29][CH2:30][CH3:31])=[C:19]([F:24])[CH:18]=2)=[CH:13][N:12]=1)[CH2:2][CH2:3][CH2:4][CH2:5][CH2:6][CH2:7][CH2:8][CH2:9][CH3:10] |f:2.3|. Procedure details: 0.80 g (2.42 mmol) of 2-decyl-5-(3-fluoro-4-hydroxyphenyl) pyrimidine was dissolved in 10 ml of pyridine before 0.62 ml (4.00 mmol) of heptanoylchloride was added dropwise thereto while being cooled with ice and stirred. Then, the solution was cooled with ice and stirred for 15 minutes before it was heated and stirred for another 20 minutes in a water bath having a temperature maintained at 45° to 56° C. After the reaction had been completed, the solution was injected into 150 ml of ice water so... Reactants: C1=CC=C(C=C1)P(C2=CC=CC=C2)C3=C(C4=CC=CC=C4C=C3)C5=C(C=CC6=CC=CC=C65)P(C7=CC=CC=C7)C8=CC=CC=C8 ((S)-(-)-2,2'-bis(diphenylphosphino)-1,1'-binaphthyl), CC1(COC2=C1C=C(C=C2CC)NC(C)C)C (3,3-Dimethyl-7-ethyl-5-(isopropyl)amino-2,3-dihydro-benzofuran), C([O-])([O-])=O.[Cs+].[Cs+] (cesium carbonate), CC1(COC2=C1C=C(C=C2CC)NC(C)C)C (3,3-Dimethyl-7-ethyl-5-(isopropyl)amino-2,3-dihydro-benzofuran), C(C)OC(C1=CC=C(C=C1)I)=O (ethyl-4-iodo-benzoate). Reagents/catalysts: C=1C=CC(=CC1)/C=C/C(=O)/C=C/C2=CC=CC=C2.C=1C=CC(=CC1)/C=C/C(=O)/C=C/C2=CC=CC=C2.C=1C=CC(=CC1)/C=C/C(=O)/C=C/C2=CC=CC=C2.[Pd].[Pd] (tris(dibenzylideneacetone)dipalladium(0)). Run in C1(=CC=CC=C1)C (toluene). The product is C(C)OC(C1=CC=C(C=C1)N(C=1C=C(C2=C(C(CO2)(C)C)C1)CC)C(C)C)=O (4-[Isopropyl-(3,3-dimethyl-7-ethyl-2,3-dihydro-benzofuran-5-yl)-amino]-benzoic acid ethyl ester). The yield is 31.2%. Reaction SMILES: [CH3:1][C:2]1([CH3:17])[C:6]2[CH:7]=[C:8]([NH:13][CH:14]([CH3:16])[CH3:15])[CH:9]=[C:10]([CH2:11][CH3:12])[C:5]=2[O:4][CH2:3]1.[CH2:18]([O:20][C:21](=[O:29])[C:22]1[CH:27]=[CH:26][C:25](I)=[CH:24][CH:23]=1)[CH3:19].C(=O)([O-])[O-].[Cs+].[Cs+].C1C=CC(P(C2C=CC3C(=CC=CC=3)C=2C2C3C(=CC=CC=3)C=CC=2P(C2C=CC=CC=2)C2C=CC=CC=2)C2C=CC=CC=2)=CC=1>C1(C)C=CC=CC=1.C1C=CC(/C=C/C(/C=C/C2C=CC=CC=2)=O)=CC=1.C1C=CC(/C=C/C(/C=C/C2C=CC=CC=2)=O)=CC=1.C1C=CC(/C=C/C(/C=C/C2C=CC=CC=2)=O)=CC=1.[Pd].[Pd]>[CH2:18]([O:20][C:21](=[O:29])[C:22]1[CH:27]=[CH:26][C:25]([N:13]([CH:14]([CH3:15])[CH3:16])[C:8]2[CH:9]=[C:10]([CH2:11][CH3:12])[C:5]3[O:4][CH2:3][C:2]([CH3:1])([CH3:17])[C:6]=3[CH:7]=2)=[CH:24][CH:23]=1)[CH3:19] |f:2.3.4,7.8.9.10.11|. Procedure details: Following general procedure E and using 3,3-dimethyl-7-ethyl-5-(isopropyl)amino-2,3-dihydro-benzofuran (Compound 34, 0.43 g, 1.96 mmol), ethyl-4-iodo-benzoate (0.45 g, 1.93 mmol), cesium carbonate (0.88 g, 2.7 mmol), tris(dibenzylideneacetone)dipalladium(0) (0.020 g, 0.020 mmol) and (S)-(-)-2,2'-bis(diphenylphosphino)-1,1'-binaphthyl (0.040 g, 0.064 mmol) in 6 mL of anhydrous toluene, the title compound (0.23 g, 32%) was obtained. This reaction was conducted in a sealed tube for 7 days. Some 3,3...